From a dataset of the Open Reaction Database (ORD), a public repository of structured organic reaction records. describe an organic reaction: reactants, conditions, products, and yield The reactants are ClC1=C(C=CC=C1)S(=O)(=O)Cl (2-Chlorobenzenesulfonyl chloride), Cl.Cl.NCCCCN1C2CC(C=3C(=C(C=C(CC1)C32)OC)OC)=O (3-(4-Amino-butyl)-7,8-dimethoxy-2a,3,4,5-tetrahydro-2H-3-aza-acenaphthylen-1-one dihydro-chloride), NN′-diisopropylethylamine. Run in C(Cl)Cl (CH2Cl2). Conditions: time 8 hour. The product is Cl.ClC1=C(C=CC=C1)S(=O)(=O)NCCCCN1C2CC(C=3C(=C(C=C(CC1)C32)OC)OC)=O (2-Chloro-N-[4-(7,8-dimethoxy-1-oxo-2,2a,4,5-tetrahydro-1H-3-aza-acenaphthylen-3-yl)-butyl]-benzenesulfonamide hydrochloride). Isolated yield 119.0%. RXN SMILES: [Cl:1][C:2]1[CH:7]=[CH:6][CH:5]=[CH:4][C:3]=1[S:8](Cl)(=[O:10])=[O:9].Cl.Cl.[NH2:14][CH2:15][CH2:16][CH2:17][CH2:18][N:19]1[CH2:29][CH2:28][C:27]2[C:30]3[CH:20]1[CH2:21][C:22](=[O:35])[C:23]=3[C:24]([O:33][CH3:34])=[C:25]([O:31][CH3:32])[CH:26]=2>C(Cl)Cl>[ClH:1].[Cl:1][C:2]1[CH:7]=[CH:6][CH:5]=[CH:4][C:3]=1[S:8]([NH:14][CH2:15][CH2:16][CH2:17][CH2:18][N:19]1[CH2:29][CH2:28][C:27]2[C:30]3[CH:20]1[CH2:21][C:22](=[O:35])[C:23]=3[C:24]([O:33][CH3:34])=[C:25]([O:31][CH3:32])[CH:26]=2)(=[O:10])=[O:9] |f:1.2.3,5.6|. Procedure: 2-Chlorobenzenesulfonyl chloride (92.4 mg, 0.44 mmol) was added to a solution of 3-(4-Amino-butyl)-7,8-dimethoxy-2a,3,4,5-tetrahydro-2H-3-aza-acenaphthylen-1-one dihydro-chloride (150 mg, 0.40 mmol) and NN′-diisopropylethylamine (0.400 ml) in CH2Cl2 (20 mL) and the mixture was stirred overnight at room temperature. The resulting solution was washed with water (3×20 mL), dried over Na2SO4 and evaporated to dryness. The free base was dissolved in ethyl acetate (2 ml) and A 2.8 M solution of hydrog... Reactants: N1(CCCC1)C(=O)C1=C(C=CC=C1)S(=O)(=O)NC1=C(C2=CC=CC=C2C=C1)C(=O)OC (methyl 2-({[2-(1-pyrrolidinylcarbonyl)phenyl]sulfonyl}amino)-1-naphthoate), O (water), O.[OH-].[Li+] (lithium hydroxide monohydrate), O.[OH-].[Li+] (lithium hydroxide monohydrate). The solvent is O1CCOCC1 (dioxane). Conditions: temperature 60 celsius, time 8 hour. Yields the product N1(CCCC1)C(=O)C1=C(C=CC=C1)S(=O)(=O)NC1=C(C2=CC=CC=C2C=C1)C(=O)O (2-({[2-(1-pyrrolidinylcarbonyl)phenyl]sulfonyl}amino)-1-naphthoic acid). RXN SMILES: [N:1]1([C:6]([C:8]2[CH:13]=[CH:12][CH:11]=[CH:10][C:9]=2[S:14]([NH:17][C:18]2[CH:27]=[CH:26][C:25]3[C:20](=[CH:21][CH:22]=[CH:23][CH:24]=3)[C:19]=2[C:28]([O:30]C)=[O:29])(=[O:16])=[O:15])=[O:7])[CH2:5][CH2:4][CH2:3][CH2:2]1.O.O.[OH-].[Li+]>O1CCOCC1>[N:1]1([C:6]([C:8]2[CH:13]=[CH:12][CH:11]=[CH:10][C:9]=2[S:14]([NH:17][C:18]2[CH:27]=[CH:26][C:25]3[C:20](=[CH:21][CH:22]=[CH:23][CH:24]=3)[C:19]=2[C:28]([OH:30])=[O:29])(=[O:16])=[O:15])=[O:7])[CH2:5][CH2:4][CH2:3][CH2:2]1 |f:2.3.4|. Procedure: A solution of Example 171A (30.7 mg, 0.070 mmol) in dioxane (1.0 mL) and distilled water (0.5 mL) was treated with lithium hydroxide monohydrate (9.0 mg, 0.21 mmol), stirred overnight at 60° C., treated with additional lithium hydroxide monohydrate (15.0 mg, 0.357 mmol), heated to 60° C. for an additional three days, and concentrated. The resulting residue was purified by preparative HPLC to provide the desired product. MS (ESI(+)) m/e 425 (M+H)+, 447 (M+Na)+; (ESI(−)) m/e 423 (M−H)−; 1H NMR (30... Reactants: CC=CC=CCCCCCCCCC(=O)Cl, OCCCC1CC1, c1ccncc1. Yields the product CC=CC=CCCCCCCCCC(=O)OCCCC1CC1. RXN SMILES: [C:1]([CH2:2][CH2:3][CH2:4][CH2:5][CH2:6][CH2:7][CH2:8][CH2:9][CH:10]=[CH:11][CH:12]=[CH:13][CH3:14])(=[O:15])[Cl:16].[CH:17]1([CH2:20][CH2:21][CH2:22][OH:23])[CH2:18][CH2:19]1.[cH:24]1[cH:25][cH:26][n:27][cH:28][cH:29]1>>[C:1]([CH2:2][CH2:3][CH2:4][CH2:5][CH2:6][CH2:7][CH2:8][CH2:9][CH:10]=[CH:11][CH:12]=[CH:13][CH3:14])(=[O:15])[O:23][CH2:22][CH2:21][CH2:20][CH:17]1[CH2:18][CH2:19]1. Yields the product O=C(CCCCCCCCCCC(=O)O)CCCCCC (12-oxostearic acid). Solvent: O (water). Conditions: temperature 70 celsius, time 30 minute. As a reaction SMILES: O=[C:2]([CH2:6][CH2:7][CH2:8][CH2:9][CH2:10][CH2:11][CH2:12][CH2:13][CH2:14][CH2:15][CH2:16][CH2:17][CH2:18][CH2:19][CH2:20][CH3:21])[C:3]([OH:5])=[O:4].C([OH:24])C.O.[OH-].[K+]>O>[O:24]=[C:15]([CH2:16][CH2:17][CH2:18][CH2:19][CH2:20][CH3:21])[CH2:14][CH2:13][CH2:12][CH2:11][CH2:10][CH2:9][CH2:8][CH2:7][CH2:6][CH2:2][C:3]([OH:5])=[O:4] |f:1.2,3.4|. Procedure: 12-Hydroxystearic acid (2 g) dissolved in a 10% methanolic hydrochloric acid solution was stirred at room temperature for 2 hours. The mixture was then concentrated and distributed into chloroform and water, and the chloroform layer was washed with a 1% aqueous sodium hydrogen carbonate solution and water, dried with anhydrous sodium sulfate and concentrated to give the methyl ester of 12-hydroxystearic acid (2.0 g). To the methyl ester of 2-hydroxystearic acid (2.0 g) dissolved in methylene chl... Starting materials: methyl ester, [OH-].[K+] (potassium hydroxide), O=C(C(=O)O)CCCCCCCCCCCCCCCC (oxo-stearic acid), C(C)O.O (ethanol water). The reactants are CCO, CO, O=[N+]([O-])c1ccc(N2CC(O)C2)cn1. Yields the product Nc1ccc(N2CC(O)C2)cn1. As a reaction SMILES: [CH3:15][CH2:16][OH:17].[CH3:18][OH:19].[N+:1]([O-:2])(=[O:3])[c:4]1[cH:5][cH:6][c:7]([N:10]2[CH2:11][CH:12]([OH:14])[CH2:13]2)[cH:8][n:9]1>>[NH2:1][c:4]1[cH:5][cH:6][c:7]([N:10]2[CH2:11][CH:12]([OH:14])[CH2:13]2)[cH:8][n:9]1. The reactants are CCOc1c(-c2cccc3cc(C(C)=O)oc23)cc(C(C)C)cc1C(C)C, CCOC(=O)CP(=O)(OCC)OCC, [H-], [Na+], CN(C)C=O, O. The product is CCOC(=O)C=C(C)c1cc2cccc(-c3cc(C(C)C)cc(C(C)C)c3OCC)c2o1. As a reaction SMILES: [C:17]([CH3:18])(=[O:19])[c:20]1[cH:21][c:22]2[c:23]([o:24]1)[c:25](-[c:29]1[c:30]([O:41][CH2:42][CH3:43])[c:31]([CH:38]([CH3:39])[CH3:40])[cH:32][c:33]([CH:35]([CH3:36])[CH3:37])[cH:34]1)[cH:26][cH:27][cH:28]2.[CH3:3][CH2:4][O:5][C:6](=[O:7])[CH2:8][P:9]([O:10][CH2:11][CH3:12])([O:13][CH2:14][CH3:15])=[O:16].[H-:2].[Na+:1].[O:45]=[CH:46][N:47]([CH3:48])[CH3:49].[OH2:44]>>[CH3:3][CH2:4][O:5][C:6](=[O:7])[CH:8]=[C:17]([CH3:18])[c:20]1[cH:21][c:22]2[c:23]([o:24]1)[c:25](-[c:29]1[c:30]([O:41][CH2:42][CH3:43])[c:31]([CH:38]([CH3:39])[CH3:40])[cH:32][c:33]([CH:35]([CH3:36])[CH3:37])[cH:34]1)[cH:26][cH:27][cH:28]2. The reactants are CN(C)c1ccc(S(=O)(=O)n2ccc(C=CC(=O)Nc3ccccc3NC(=O)OC(C)(C)C)c2)cc1, ClCCl, O=C(O)C(F)(F)F. Yields the product CN(C)c1ccc(S(=O)(=O)n2ccc(C=CC(=O)Nc3ccccc3N)c2)cc1. Reaction SMILES: [C:1]([O:2][C:3](=[O:4])[NH:7][c:8]1[c:9]([NH:14][C:15]([CH:16]=[CH:17][c:18]2[cH:19][n:20]([S:23](=[O:24])(=[O:25])[c:26]3[cH:27][cH:28][c:29]([N:32]([CH3:33])[CH3:34])[cH:30][cH:31]3)[cH:21][cH:22]2)=[O:35])[cH:10][cH:11][cH:12][cH:13]1)([CH3:5])([CH3:6])[CH3:36].[Cl:44][CH2:45][Cl:46].[F:37][C:38]([F:39])([F:40])[C:41]([OH:42])=[O:43]>>[NH2:7][c:8]1[c:9]([NH:14][C:15]([CH:16]=[CH:17][c:18]2[cH:19][n:20]([S:23](=[O:24])(=[O:25])[c:26]3[cH:27][cH:28][c:29]([N:32]([CH3:33])[CH3:34])[cH:30][cH:31]3)[cH:21][cH:22]2)=[O:35])[cH:10][cH:11][cH:12][cH:13]1.